From a dataset of the Open Reaction Database (ORD), a public repository of structured organic reaction records. describe an organic reaction: reactants, conditions, products, and yield Starting materials: BrC=1C=NC2=CC=CC=C2C1 (3-Bromoquinoline), CN(C(OC(C)(C)C)=O)C1=CC=C(C=C1)B1OC(C(O1)(C)C)(C)C (tert-butyl methyl(4-(4,4,5,5-tetramethyl-1,3,2-dioxaborolan-2-yl)phenyl)carbamate). Product: CN(C(OC(C)(C)C)=O)C1=CC=C(C=C1)C=1C=NC2=CC=CC=C2C1 (tert-butyl methyl(4-(quinolin-3-yl)phenyl)carbamate). RXN SMILES: Br[C:2]1[CH:3]=[N:4][C:5]2[C:10]([CH:11]=1)=[CH:9][CH:8]=[CH:7][CH:6]=2.[CH3:12][N:13]([C:21]1[CH:26]=[CH:25][C:24](B2OC(C)(C)C(C)(C)O2)=[CH:23][CH:22]=1)[C:14](=[O:20])[O:15][C:16]([CH3:19])([CH3:18])[CH3:17]>>[CH3:12][N:13]([C:21]1[CH:26]=[CH:25][C:24]([C:2]2[CH:3]=[N:4][C:5]3[C:10]([CH:11]=2)=[CH:9][CH:8]=[CH:7][CH:6]=3)=[CH:23][CH:22]=1)[C:14](=[O:20])[O:15][C:16]([CH3:19])([CH3:17])[CH3:18]. Procedure details: 3-Bromoquinoline (42 mg, 0.2 mmol) and tert-butyl methyl(4-(4,4,5,5-tetramethyl-1,3,2-dioxaborolan-2-yl)phenyl)carbamate (66 mg, 0.2 mmol) were reacted using General Procedure (A) to afford tert-butyl methyl(4-(quinolin-3-yl)phenyl)carbamate a clear wax (44 mg, 66%). 1H NMR (400 MHz, CDCl3): δ 9.18 (d, J=2.4 Hz, 1H), 8.31 (d, J=2.0 Hz, 1H), 8.15 (m, 1H), 7.89 (m, 1H), 7.73 (m, 1H), 7.68 (m, 2H), 7.59 (m, 1H), 7.42 (m, 2H), 3.3 (s, 3H), 1.50 (s, 9H); MS (ESI): 335 (M+H+). Reactants: C(C)(C)(C)OC(N[C@@H](CC(C)C)C=O)=O ((S)-(1-Formyl-3-methyl-butyl)-carbamic acid tert-butyl ester), FC1=CC=C(C=C1)C(N1CCNCC1)C1=CC=C(C=C1)F (1-bis(4-fluorophenyl)methyl piperazine), C(#N)[BH3-].[Na+] (sodium cyanoborohydride), aldehyde, Cl (HCl). Run in CC(=O)O (HOAc), CO (methanol), CO (methanol). Run at time 1 hour. Yields the product C(C)(C)(C)OC(N[C@@H](CC(C)C)CN1CCN(CC1)C(C1=CC=C(C=C1)F)C1=CC=C(C=C1)F)=O ((S)-(1-{4-[Bis-(4-fluoro-phenyl)-methyl]-piperazin-1-ylmethyl}-3-methyl-butyl)-carbamic acid tert-butyl ester). Yield: 41.3%. As a reaction SMILES: [C:1]([O:5][C:6](=[O:15])[NH:7][C@H:8]([CH:13]=O)[CH2:9][CH:10]([CH3:12])[CH3:11])([CH3:4])([CH3:3])[CH3:2].[F:16][C:17]1[CH:22]=[CH:21][C:20]([CH:23]([C:30]2[CH:35]=[CH:34][C:33]([F:36])=[CH:32][CH:31]=2)[N:24]2[CH2:29][CH2:28][NH:27][CH2:26][CH2:25]2)=[CH:19][CH:18]=1.C([BH3-])#N.[Na+].Cl>CC(O)=O.CO>[C:1]([O:5][C:6](=[O:15])[NH:7][C@H:8]([CH2:13][N:27]1[CH2:26][CH2:25][N:24]([CH:23]([C:30]2[CH:35]=[CH:34][C:33]([F:36])=[CH:32][CH:31]=2)[C:20]2[CH:19]=[CH:18][C:17]([F:16])=[CH:22][CH:21]=2)[CH2:29][CH2:28]1)[CH2:9][CH:10]([CH3:12])[CH3:11])([CH3:4])([CH3:3])[CH3:2] |f:2.3|. Procedure: (S)-(1-Formyl-3-methyl-butyl)-carbamic acid tert-butyl ester (0.39 mg, 1.8 mmol) and 1-bis(4-fluorophenyl)methyl piperazine (0.50 g, 1.7 mmol) were dissolved in 1% HOAc in methanol (8 mL) under nitrogen atmosphere at ambient temperature. After stirring at that temperature for 1 hour, a solution of sodium cyanoborohydride (250 mg, 3.6 mmol) in methanol was added. The resulting reaction mixture was stirred at ambient temperature for 24 hours at which time TLC showed no starting aldehyde. 3N aqueou... Reactants: FC1=C(C=C(C=C1)F)C1=NC=C(C(=O)O)C=C1 (6-(2,5-difluorophenyl)nicotinic acid), FC(CN1CCC(CC1)N)(F)F (1-(2,2,2-trifluoroethyl)piperidin-4-amine), CCN=C=NCCCN(C)C (EDAC), C=1C=CC2=C(C1)N=NN2O (HOBT), CN1CCOCC1 (NMM). Solvent: CC(=O)N(C)C (DMA), O (H2O), CCOC(=O)C (EtOAc). Run at time 1 hour. Product: FC1=C(C=C(C=C1)F)C1=NC=C(C(=O)NC2CCN(CC2)CC(F)(F)F)C=C1 (6-(2,5-difluorophenyl)-N-[1-(2,2,2-trifluoroethyl)piperidin-4-yl]nicotinamide). As a reaction SMILES: [F:1][C:2]1[CH:7]=[CH:6][C:5]([F:8])=[CH:4][C:3]=1[C:9]1[CH:17]=[CH:16][C:12]([C:13]([OH:15])=O)=[CH:11][N:10]=1.[F:18][C:19]([F:29])([F:28])[CH2:20][N:21]1[CH2:26][CH2:25][CH:24]([NH2:27])[CH2:23][CH2:22]1.CCN=C=NCCCN(C)C.C1C=CC2N(O)N=NC=2C=1.CN1CCOCC1>CCOC(C)=O.O.CC(N(C)C)=O>[F:1][C:2]1[CH:7]=[CH:6][C:5]([F:8])=[CH:4][C:3]=1[C:9]1[CH:17]=[CH:16][C:12]([C:13]([NH:27][CH:24]2[CH2:25][CH2:26][N:21]([CH2:20][C:19]([F:29])([F:18])[F:28])[CH2:22][CH2:23]2)=[O:15])=[CH:11][N:10]=1. Procedure details: To a 50 mL flask was added 6-(2,5-difluorophenyl)nicotinic acid (100 mg, 0.46 mmol), 1-(2,2,2-trifluoroethyl)piperidin-4-amine (77.5 mg, 0.46 mmol), EDAC (89.7 mg, 0.468 mmol), HOBT (57.5 mg, 0.46 mmol), and DMA (2 mL) followed by NMM (0.117 mL, 1.06 mmol). The reaction was stirred for 1 hour at room temperature and then diluted with EtOAc (0.2 mL) followed by H2O (4 mL). The resulting solids were washed in H2O and collected by filtration. 1H NMR (400 MHz, DMSO-d6) □ ppm 9.12 (1H, d, J=2.2 Hz), ... The reactants are COC=1C=C(C=CC1)C=1C=CC(=NC1)C(CC)O (1-(5-(3-methoxyphenyl)pyridin-2-yl)propan-1-ol), P(Br)(Br)Br (PBr3). Solvent: O (water), C(Cl)(Cl)Cl (chloroform), C(Cl)(Cl)Cl (chloroform). Yields the product BrC(CC)C1=NC=C(C=C1)C1=CC(=CC=C1)OC (2-(1-bromopropyl)-5-(3-methoxyphenyl)pyridine). The yield is 81.6%. RXN SMILES: [CH3:1][O:2][C:3]1[CH:4]=[C:5]([C:9]2[CH:10]=[CH:11][C:12]([CH:15](O)[CH2:16][CH3:17])=[N:13][CH:14]=2)[CH:6]=[CH:7][CH:8]=1.P(Br)(Br)[Br:20]>C(Cl)(Cl)Cl.O>[Br:20][CH:15]([C:12]1[CH:11]=[CH:10][C:9]([C:5]2[CH:6]=[CH:7][CH:8]=[C:3]([O:2][CH3:1])[CH:4]=2)=[CH:14][N:13]=1)[CH2:16][CH3:17]. Procedure: To a solution of 1-(5-(3-methoxyphenyl)pyridin-2-yl)propan-1-ol (0.45 g, 1.8 mmol) in chloroform (5 mL) was added PBr3 (1.5 g, 5.55 mmol) at 0-5° C., the reaction was maintained at the same temperature for 1 h, and then the reaction was slowly warmed to rt and maintained at this temperature for 1 h. The contents were diluted with water (75 mL) and chloroform (100 mL) and the layers were separated. The organic layer was washed with bicarbonate solution (2×30 mL), dried over sodium sulphate and di... Reactants: C(C)(C)[N-]C(C)C.[Li+] (lithium diisopropylamide), C[Si](N[Si](C)(C)C)(C)C.[Li] (lithium 1,1,1,3,3,3-hexamethyldisilazane), C[Si](N[Si](C)(C)C)(C)C.[Li] (LiHMDS), C(C1=CC=CC=C1)(=O)O (benzoic acid), C(C1=CC=CC=C1)(=O)O (benzoic acid), NC1=CC=CC=C1 (aniline), NC1=CC=CC=C1 (aniline). Run in C(C)#N (acetonitrile), CN(C=O)C (dimethylformamide), O1CCCC1 (tetrahydrofuran). Reaction conditions: temperature -78 celsius. Product: 2-(arylamino)-benzoic acid, C1(=CC=CC=C1)NC1=CC=CC=C1 (diphenylamine). RXN SMILES: C(O)(=O)[C:2]1[CH:7]=[CH:6][CH:5]=[CH:4][CH:3]=1.[NH2:10][C:11]1[CH:16]=[CH:15][CH:14]=[CH:13][CH:12]=1.C[Si](C)(C)N[Si](C)(C)C.[Li].C([N-]C(C)C)(C)C.[Li+]>CN(C)C=O.C(#N)C.O1CCCC1>[C:11]1([NH:10][C:2]2[CH:3]=[CH:4][CH:5]=[CH:6][CH:7]=2)[CH:16]=[CH:15][CH:14]=[CH:13][CH:12]=1 |f:2.3,4.5,^1:25|. Reported procedure: In Scheme 1, Step A, a 2-(arylamino)-benzoic acid or diphenylamine (3) is prepared from the coupling of a suitable benzoic acid (1) and a suitable aniline (2) in the presence of a strong base, for example, lithium 1,1,1,3,3,3-hexamethyldisilazane (LiHMDS) or lithium diisopropylamide, in a polar aprotic solvent such as tetrahydrofuran, acetonitrile or dimethylformamide. For example, the aniline (2) and the benzoic acid (1) are dissolved in a suitable organic solvent and cooled to about −78° C. un... Reactants: C(C)(=O)OC(C)=O (acetic anhydride), C1(=CC=CC=C1)CCN (2-phenylethylamine), formula II. The product is C(C)(=O)NCCC1=CC=CC=C1 (N-acetyl (2-phenyl)ethylamine), formula III. As a reaction SMILES: [C:1]1([CH2:7][CH2:8][NH2:9])[CH:6]=[CH:5][CH:4]=[CH:3][CH:2]=1.[C:10](OC(=O)C)(=[O:12])[CH3:11]>>[C:10]([NH:9][CH2:8][CH2:7][C:1]1[CH:6]=[CH:5][CH:4]=[CH:3][CH:2]=1)(=[O:12])[CH3:11]. Reported procedure: acetylating 2-phenylethylamine of the formula II: ##STR2## with acetic anhydride to protect the amino group and obtain N-acetyl (2-phenyl)ethylamine of the formula III: ##STR3## (b) chlorosulfonating the compound of the formula III with chlorosulfonic acid to obtain 4-(N-acetylamino) ethyl benzenesulfonyl chloride of the formula IV: ##STR4## (c) treating the compound of the formula IV with ammonia to obtain 4-(2-acetylaminoethyl)benzene sulfonamide of the formula V: ##STR5## (d) hydrolysing the ...